Dataset: the Open Reaction Database (ORD), a public repository of structured organic reaction records. Task: describe an organic reaction: reactants, conditions, products, and yield The reactants are CC(=O)OC(C)CCCCn1c(=O)c2c(nc(C#N)n2Cc2ccccc2)n(C)c1=O, CC(=O)O, [H][H]. Product: CC(=O)OC(C)CCCCn1c(=O)c2c(nc(CN)n2Cc2ccccc2)n(C)c1=O. Reaction SMILES: [C:1]([CH3:2])(=[O:3])[O:4][CH:5]([CH2:6][CH2:7][CH2:8][CH2:9][n:10]1[c:11](=[O:12])[n:13]([CH3:30])[c:14]2[n:15][c:16]([C:28]#[N:29])[n:17]([CH2:21][c:22]3[cH:23][cH:24][cH:25][cH:26][cH:27]3)[c:18]2[c:19]1=[O:20])[CH3:31].[CH3:34][C:35](=[O:36])[OH:37].[H:32][H:33]>>[C:1]([CH3:2])(=[O:3])[O:4][CH:5]([CH2:6][CH2:7][CH2:8][CH2:9][n:10]1[c:11](=[O:12])[n:13]([CH3:30])[c:14]2[n:15][c:16]([CH2:28][NH2:29])[n:17]([CH2:21][c:22]3[cH:23][cH:24][cH:25][cH:26][cH:27]3)[c:18]2[c:19]1=[O:20])[CH3:31]. The reactants are CC(C)(O)c1cnn2c(Br)cnc2n1, Cl, OB(O)c1cccc(-c2ncc(F)cc2F)c1. Yields the product CC(C)(O)c1cnn2c(-c3cccc(-c4ncc(F)cc4F)c3)cnc2n1. RXN SMILES: [Br:18][c:19]1[cH:20][n:21][c:22]2[n:23]1[n:24][cH:25][c:26]([C:28]([CH3:29])([CH3:30])[OH:31])[n:27]2.[ClH:32].[F:1][c:2]1[c:3](-[c:9]2[cH:10][c:11]([B:15]([OH:16])[OH:17])[cH:12][cH:13][cH:14]2)[n:4][cH:5][c:6]([F:8])[cH:7]1>>[F:1][c:2]1[c:3](-[c:9]2[cH:10][c:11](-[c:19]3[cH:20][n:21][c:22]4[n:23]3[n:24][cH:25][c:26]([C:28]([CH3:29])([CH3:30])[OH:31])[n:27]4)[cH:12][cH:13][cH:14]2)[n:4][cH:5][c:6]([F:8])[cH:7]1. The product is COc1cc(N)c([N+](=O)[O-])cc1OC. Starting materials: CC(=O)O, COc1cc([N+](=O)[O-])c([N+](=O)[O-])cc1OC, [Fe], O. Reaction SMILES: [C:17]([OH:18])(=[O:19])[CH3:20].[CH3:1][O:2][c:3]1[cH:4][c:5]([N+:14]([O-:15])=[O:16])[c:6]([N+:11](=[O:12])[O-:13])[cH:7][c:8]1[O:9][CH3:10].[Fe:21].[OH2:22]>>[CH3:1][O:2][c:3]1[cH:4][c:5]([NH2:14])[c:6]([N+:11](=[O:12])[O-:13])[cH:7][c:8]1[O:9][CH3:10]. Product: FC1=C(C=CC=C1C)N1C=NC=2C1=NC(=CC2)O (3-(2-Fluoro-3-methylphenyl)-3H-imidazo[4,5-b]pyridin-5-ol). Reactants: C(C1=CC=CC=C1)OC1=CC=C2C(=N1)NC=N2 (5-(benzyloxy)-3H-imidazo[4,5-b]pyridine), FC1=C(C=CC=C1C)B(O)O (2-fluoro-3-methylphenylboronic acid). Procedure: From 5-(benzyloxy)-3H-imidazo[4,5-b]pyridine and 2-fluoro-3-methylphenylboronic acid, prepared in a similar manner as the one described in Example 1.26, the title compound was obtained. LCMS m/z=244.2 [M+H]+. Reaction SMILES: C([O:8][C:9]1[N:14]=[C:13]2[NH:15][CH:16]=[N:17][C:12]2=[CH:11][CH:10]=1)C1C=CC=CC=1.[F:18][C:19]1[C:24]([CH3:25])=[CH:23][CH:22]=[CH:21][C:20]=1B(O)O>>[F:18][C:19]1[C:24]([CH3:25])=[CH:23][CH:22]=[CH:21][C:20]=1[N:15]1[C:13]2=[N:14][C:9]([OH:8])=[CH:10][CH:11]=[C:12]2[N:17]=[CH:16]1. Conditions: time 3 hour. Run in O1CCCC1 (tetrahydrofuran). Yields the product solid 20, C(C)N(CCN1C(=NC2=C1C=CC(=C2)NC(=S)NC(C2=CC=CC=C2)=O)CC2=CC=C(C=C2)OCC)CC (N-(1-(2-(diethylamino)ethyl)-2-(4-ethoxybenzyl)-1H-benzo[d]-imidazol-5-ylcarbamothioyl)benzamide). Reaction SMILES: [CH2:1]([O:3][C:4]1[CH:29]=[CH:28][C:7]([CH2:8][C:9]2[N:13]([CH2:14][CH2:15][N:16]([CH2:19][CH3:20])[CH2:17][CH3:18])[C:12]3[CH:21]=[CH:22][C:23]([N+:25]([O-])=O)=[CH:24][C:11]=3[N:10]=2)=[CH:6][CH:5]=1)[CH3:2].[C:30]([N:38]=[C:39]=[S:40])(=[O:37])[C:31]1[CH:36]=[CH:35][CH:34]=[CH:33][CH:32]=1>O1CCCC1>[CH2:17]([N:16]([CH2:19][CH3:20])[CH2:15][CH2:14][N:13]1[C:12]2[CH:21]=[CH:22][C:23]([NH:25][C:39]([NH:38][C:30](=[O:37])[C:31]3[CH:32]=[CH:33][CH:34]=[CH:35][CH:36]=3)=[S:40])=[CH:24][C:11]=2[N:10]=[C:9]1[CH2:8][C:7]1[CH:28]=[CH:29][C:4]([O:3][CH2:1][CH3:2])=[CH:5][CH:6]=1)[CH3:18]. Procedure details: {2-[2-(4-Ethoxy-benzyl)-5-nitro-benzoimidazol-1-yl]-ethyl}-diethyl-amine 7a (377 mg, 0.950 mmol) was reduced to the amine 8a as outlined above and the resulting ethanolic solution charged to a small, argon purged flask fitted with a magnetic stirbar. Anhydrous tetrahydrofuran (10 mL) added followed by dropwise addition of benzoyl isothiocyanate (178 mg, 1.093 mmol) and mixture stirred under Ar at ambient temperature for 3 hours then allowed to stand overnight at room temperature. 3-(Dimethylamin... Starting materials: C(C1=CC=CC=C1)(=O)N=C=S (benzoyl isothiocyanate), C(C)OC1=CC=C(CC2=NC3=C(N2CCN(CC)CC)C=CC(=C3)[N+](=O)[O-])C=C1 ({2-[2-(4-Ethoxy-benzyl)-5-nitro-benzoimidazol-1-yl]-ethyl}-diethyl-amine), amine. Procedure: 198 grams of the compound obtained according to (b) were dissolved in 500 ml of 2 normal NaOH and treated with 500 ml of methane and 150 grams of methyl iodide. The mixture was stirred for 6 hours at 20° to 30° C. The crystals formed were filtered off with suction, washed and dried. There are obtained 174.5 grams of final product (dried in a vacuum at 40° C.), white crystals, M.P. 115° to 116° C. Reactants: NN1C(=NN=C(C1=O)C1(CC1)C)S (4-Amino-6-(1-methyl-cyclopropyl)-3-mercapto-1,2,4-triazin-5-one), C (methane), CI (methyl iodide). The product is NN1C(=NN=C(C1=O)C1(CC1)C)SC (4-Amino-6-(1-methyl-cyclopropyl)-3-methylthio-1,2,4-triazin-5-one). RXN SMILES: [NH2:1][N:2]1[C:7](=[O:8])[C:6]([C:9]2([CH3:12])[CH2:11][CH2:10]2)=[N:5][N:4]=[C:3]1[SH:13].[CH4:14].CI>[OH-].[Na+]>[NH2:1][N:2]1[C:7](=[O:8])[C:6]([C:9]2([CH3:12])[CH2:10][CH2:11]2)=[N:5][N:4]=[C:3]1[S:13][CH3:14] |f:3.4|. Yield: 82.3%. Run in 2, [OH-].[Na+] (NaOH). Conditions: time 6 hour.